This data is from the Open Reaction Database (ORD), a public repository of structured organic reaction records. The task is: describe an organic reaction: reactants, conditions, products, and yield The product is CN1C(CC[C@@]2(C3=C(CC[C@@H]12)C=C(C=C3)SC=3SC1=C(N3)C(=CC=C1C(C)(C)C)C(C)(C)C)C)=O ((+)-(4aR)-(10bR)-4-methyl-8-[4,7-di(t-butyl)-2-benzothiazolylthio]-10b-methyl-1,2,3,4,4a,5,6,10b-octahydro-benzo[f]-quinolin-3-one). Reactants: CN1C(CC[C@@]2(C3=C(CC[C@@H]12)C=C(C=C3)S)C)=O ((+)-(4aR)-(10bR)-4-methyl-8-mercapto-10b-methyl-1,2,3,4,4a,-5,6,10b-octahydrobenzo[f]quinolin-3-one), C([O-])([O-])=O.[K+].[K+] (potassium carbonate), ClC=1SC2=C(N1)C(=CC=C2C(C)(C)C)C(C)(C)C (2-chloro-4,7-di(t-butyl)benzothiazole), CN(C=O)C (dimethylformamide). Run in C(C)(=O)OCC (ethyl acetate). Reported procedure: A 15 mL round bottom flask was charged with (+)-(4aR)-(10bR)-4-methyl-8-mercapto-10b-methyl-1,2,3,4,4a,-5,6,10b-octahydrobenzo[f]quinolin-3-one (100 mg, 0.38 mmol), potassium carbonate (158 mg, 1.14 mmol), 2-chloro-4,7-di(t-butyl)benzothiazole (130 mg, 0.46 mmol) and 1.5 mL of anhydrous dimethylformamide, fitted with a reflux condenser, and the stirred mixture was heated at 60°, under nitrogen, for 18 h. The mixture was cooled, diluted with ethyl acetate (75 mL) and washed with brine (4×25 mL). ... RXN SMILES: [CH3:1][N:2]1[C@H:11]2[C@@:6]([CH3:17])([C:7]3[CH:15]=[CH:14][C:13]([SH:16])=[CH:12][C:8]=3[CH2:9][CH2:10]2)[CH2:5][CH2:4][C:3]1=[O:18].C(=O)([O-])[O-].[K+].[K+].Cl[C:26]1[S:27][C:28]2[C:34]([C:35]([CH3:38])([CH3:37])[CH3:36])=[CH:33][CH:32]=[C:31]([C:39]([CH3:42])([CH3:41])[CH3:40])[C:29]=2[N:30]=1.CN(C)C=O>C(OCC)(=O)C>[CH3:1][N:2]1[C@H:11]2[C@@:6]([CH3:17])([C:7]3[CH:15]=[CH:14][C:13]([S:16][C:26]4[S:27][C:28]5[C:34]([C:35]([CH3:37])([CH3:36])[CH3:38])=[CH:33][CH:32]=[C:31]([C:39]([CH3:42])([CH3:41])[CH3:40])[C:29]=5[N:30]=4)=[CH:12][C:8]=3[CH2:9][CH2:10]2)[CH2:5][CH2:4][C:3]1=[O:18] |f:1.2.3|. Yield: 17.1%.